This data is from the Open Reaction Database (ORD), a public repository of structured organic reaction records. The task is: describe an organic reaction: reactants, conditions, products, and yield Reported procedure: A solution of 6 g of ethyl 6-chloro-4-hydroxy-3-cinnolin carboxylate in 300 cm3 of thionyl chloride and 1 cm3 of dimethyl formamide was stirred for 16 hours at reflux and the thionyl chloride was concentrated under reduced pressure. The residue was taken up several times in 50 ml of toluene to obtain 6 g of ethyl 4,6-dichloro-3-cinnolin carboxylate as a greenish residue melting at ≈50° C. Product: ClC1=C(N=NC2=CC=C(C=C12)Cl)C(=O)OCC (ethyl 4,6-dichloro-3-cinnolin carboxylate). RXN SMILES: [Cl:1][C:2]1[CH:3]=[C:4]2[C:9](=[CH:10][CH:11]=1)[N:8]=[N:7][C:6]([C:12]([O:14][CH2:15][CH3:16])=[O:13])=[C:5]2O.S(Cl)([Cl:20])=O>CN(C)C=O>[Cl:20][C:5]1[C:4]2[C:9](=[CH:10][CH:11]=[C:2]([Cl:1])[CH:3]=2)[N:8]=[N:7][C:6]=1[C:12]([O:14][CH2:15][CH3:16])=[O:13]. Solvent: CN(C=O)C (dimethyl formamide). The reactants are ClC=1C=C2C(=C(N=NC2=CC1)C(=O)OCC)O (ethyl 6-chloro-4-hydroxy-3-cinnolin carboxylate), S(=O)(Cl)Cl (thionyl chloride).